describe an organic reaction: reactants, conditions, products, and yield From a dataset of the Open Reaction Database (ORD), a public repository of structured organic reaction records. Reactants: CCN(CC)C(=S)SSC(=S)N(CC)CC (Nocceler), C1=CC=C2C(=C1)N=C(S2)SSC3=NC4=CC=CC=C4S3 (dibenzothiazyl disulfide). Product: CN(C)C(=S)SSC(=S)N(C)C (Nocceler TT). As a reaction SMILES: C[CH2:2][N:3]([C:6]([S:8][S:9][C:10]([N:12]([CH2:15]C)[CH2:13]C)=[S:11])=[S:7])[CH2:4]C.C1C=C2N=C(SSC3SC4C(=CC=CC=4)N=3)SC2=CC=1>>[CH3:15][N:12]([C:10]([S:9][S:8][C:6]([N:3]([CH3:4])[CH3:2])=[S:7])=[S:11])[CH3:13]. Procedure: Nocceler DM: dibenzothiazyl disulfide (vulcanization accelerator) manufactured by Ohuchi Shinko Kagaku Kogyo Co., Ltd. Reactants: CCO, Cn1cc(-c2cn(S(=O)(=O)c3ccccc3)c3ncc(C4=CC5CCC4C5)cc23)cn1, [Na+], [OH-]. Product: Cn1cc(-c2c[nH]c3ncc(C4=CC5CCC4C5)cc23)cn1. RXN SMILES: [CH3:32][CH2:33][OH:34].[CH:1]12[C:2]([c:8]3[cH:9][c:10]4[c:11]([n:12][cH:13]3)[n:14]([S:23]([c:24]3[cH:25][cH:26][cH:27][cH:28][cH:29]3)(=[O:30])=[O:31])[cH:15][c:16]4-[c:17]3[cH:18][n:19][n:20]([CH3:22])[cH:21]3)=[CH:3][CH:4]([CH2:5][CH2:6]1)[CH2:7]2.[Na+:36].[OH-:35]>>[CH:1]12[C:2]([c:8]3[cH:9][c:10]4[c:11]([n:12][cH:13]3)[nH:14][cH:15][c:16]4-[c:17]3[cH:18][n:19][n:20]([CH3:22])[cH:21]3)=[CH:3][CH:4]([CH2:5][CH2:6]1)[CH2:7]2. Reactants: COCCl (chloromethyl methyl ether), C([O-])([O-])=O.[K+].[K+] (potassium carbonate), C(C)(C)N(C(C)C)CC (N,N-Diisopropylethylamine), C(C)(=O)OC1=C(C=C(C=C1)C(C(F)(F)F)(C(F)(F)F)O)CCC (2-propyl-4-[1,1,1,3,3,3-hexafluoro-2-hydroxypropan-2-yl]phenyl acetate). The solvent is CO (methanol), ClCCl (dichloromethane), O (Water). Run at temperature 40 celsius, time 18 hour. The product is FC(C(C(F)(F)F)(OCOC)C1=CC(=C(C=C1)O)CCC)(F)F (4-[1,1,1,3,3,3-hexafluoro-2-(methoxymethyl)oxypropan-2-yl]-2-propylphenol). The yield is 79.0%. RXN SMILES: C(N(CC)C(C)C)(C)C.C([O:13][C:14]1[CH:19]=[CH:18][C:17]([C:20]([OH:29])([C:25]([F:28])([F:27])[F:26])[C:21]([F:24])([F:23])[F:22])=[CH:16][C:15]=1[CH2:30][CH2:31][CH3:32])(=O)C.[CH3:33][O:34][CH2:35]Cl.C(=O)([O-])[O-].[K+].[K+]>ClCCl.O.CO>[F:26][C:25]([F:28])([F:27])[C:20]([C:17]1[CH:18]=[CH:19][C:14]([OH:13])=[C:15]([CH2:30][CH2:31][CH3:32])[CH:16]=1)([O:29][CH2:33][O:34][CH3:35])[C:21]([F:23])([F:24])[F:22] |f:3.4.5|. Reported procedure: N,N-Diisopropylethylamine (27.6 mL) was added to 2-propyl-4-[1,1,1,3,3,3-hexafluoro-2-hydroxypropan-2-yl]phenyl acetate (13.67 g, 39.7 mmol) in dichloromethane (160 mL), and then chloromethyl methyl ether (6.0 mL) was added. After stirring at 40° C. for 18 hours, methanol (20 mL) was added at room temperature. After stirring for 1.5 hours, potassium carbonate (11 g, 39.7 mmol) was added, followed by stirring overnight. Water was added to the reaction solution, followed by extraction with ethyl a... Reactants: O=C(O)c1cc(O)c2cccc(O)c2n1, CNC(=O)CCC(C(=O)NCc1ccc(O)c(O)c1)N(C(=O)OCC1c2ccccc2-c2ccccc21)C(c1ccccc1)(c1ccccc1)c1ccccc1. Product: CNC(=O)CCC(C(=O)NCc1ccc(O)c(O)c1)N(C(=O)c1cc(O)c2cccc(O)c2n1)C(c1ccccc1)(c1ccccc1)c1ccccc1. RXN SMILES: [OH:57][c:58]1[cH:59][c:60]([C:69](=[O:70])[OH:71])[n:61][c:62]2[c:63]([OH:68])[cH:64][cH:65][cH:66][c:67]12.[cH:1]1[c:2]2[c:14]([cH:15][cH:16][cH:17]1)-[c:9]1[c:8]([cH:13][cH:12][cH:11][cH:10]1)[CH:3]2[CH2:4][O:5][C:6](=[O:7])[N:18]([CH:19]([CH2:20][CH2:21][C:22]([NH:23][CH3:24])=[O:25])[C:26](=[O:27])[NH:28][CH2:29][c:30]1[cH:31][c:32]([OH:37])[c:33]([OH:36])[cH:34][cH:35]1)[C:38]([c:39]1[cH:40][cH:41][cH:42][cH:43][cH:44]1)([c:45]1[cH:46][cH:47][cH:48][cH:49][cH:50]1)[c:51]1[cH:52][cH:53][cH:54][cH:55][cH:56]1>>[N:18]([CH:19]([CH2:20][CH2:21][C:22]([NH:23][CH3:24])=[O:25])[C:26](=[O:27])[NH:28][CH2:29][c:30]1[cH:31][c:32]([OH:37])[c:33]([OH:36])[cH:34][cH:35]1)([C:38]([c:39]1[cH:40][cH:41][cH:42][cH:43][cH:44]1)([c:45]1[cH:46][cH:47][cH:48][cH:49][cH:50]1)[c:51]1[cH:52][cH:53][cH:54][cH:55][cH:56]1)[C:69]([c:60]1[cH:59][c:58]([OH:57])[c:67]2[c:62]([n:61]1)[c:63]([OH:68])[cH:64][cH:65][cH:66]2)=[O:71]. Reactants: C[Si](N[Si](C)(C)C)(C)C.[Li] (Lithium hexamethyldisilazane), C(C)OC(=O)C1CCN(CC1)CC1=CC=CC=C1 (1-benzyl-piperidine-4-carboxylic acid ethyl ester), C(C1=CC=CC=C1)ON=C (formaldehyde O-benzyl-oxime), [NH4+].[Cl-] (NH4Cl). Run in O1CCCC1 (tetrahydrofuran), O1CCCC1 (tetrahydrofuran). Run at time 1 hour. Yields the product C(C1=CC=CC=C1)N1CCC2(CN(C2=O)OCC2=CC=CC=C2)CC1 (7-Benzyl-2-benzyloxy-2,7-diaza-spiro[3.5]nonan-1-one). Reaction SMILES: C[Si](C)(C)N[Si](C)(C)C.[Li].C(O[C:14]([CH:16]1[CH2:21][CH2:20][N:19]([CH2:22][C:23]2[CH:28]=[CH:27][CH:26]=[CH:25][CH:24]=2)[CH2:18][CH2:17]1)=[O:15])C.[CH2:29]([O:36][N:37]=[CH2:38])[C:30]1[CH:35]=[CH:34][CH:33]=[CH:32][CH:31]=1.[NH4+].[Cl-]>O1CCCC1>[CH2:22]([N:19]1[CH2:18][CH2:17][C:16]2([C:14](=[O:15])[N:37]([O:36][CH2:29][C:30]3[CH:35]=[CH:34][CH:33]=[CH:32][CH:31]=3)[CH2:38]2)[CH2:21][CH2:20]1)[C:23]1[CH:24]=[CH:25][CH:26]=[CH:27][CH:28]=1 |f:0.1,4.5,^1:9|. Procedure details: Lithium hexamethyldisilazane (180 mL, 0.18 mol, 1 M in tetrahydrofuran) under nitrogen was cooled to not more than 5° C. with a ice bath. A solution of 1-benzyl-piperidine-4-carboxylic acid ethyl ester from Example 7B (40.0 g, 0.16 mol) in tetrahydrofuran (450 mL) was added at such a rate as to keep the internal temperature at not more than 5° C., and the mixture was stirred at not more than 5° C. for 1 hour. A solution of formaldehyde O-benzyl-oxime from Example 7A (20.0 g, 0.15 mol) in tetrahy... Starting materials: ClC1=C(C(=CC=C1)Cl)N1C(CC2=CC=CC=C12)=O (1-(2,6-Dichloro-phenyl)-1,3-dihydro-indol-2-one), [OH-].[Na+] (NaOH), Cl (HCl). Run in C1(=CC=CC=C1)C (toluene). Conditions: temperature 90 celsius, time 16 hour. Yields the product ClC1=C(C(=CC=C1)Cl)NC1=C(C=CC=C1)CC(=O)O ([2-(2,6-Dichloro-phenylamino)-phenyl]-acetic acid). Isolated yield 84.4%. Reaction SMILES: [Cl:1][C:2]1[CH:7]=[CH:6][CH:5]=[C:4]([Cl:8])[C:3]=1[N:9]1[C:17]2[C:12](=[CH:13][CH:14]=[CH:15][CH:16]=2)[CH2:11][C:10]1=[O:18].[OH-:19].[Na+].Cl>C1(C)C=CC=CC=1>[Cl:1][C:2]1[CH:7]=[CH:6][CH:5]=[C:4]([Cl:8])[C:3]=1[NH:9][C:17]1[CH:16]=[CH:15][CH:14]=[CH:13][C:12]=1[CH2:11][C:10]([OH:18])=[O:19] |f:1.2|. Procedure details: To a stirred solution of 1-(2,6-Dichloro-phenyl)-1,3-dihydro-indol-2-one 1 (10 g, 0.03 mol) in toluene (340 mL) was added aq. NaOH (2N, 34 mL)) at rt. The resulting mixture was stirred at 90° C. for 16 h. After completion, clear solution was cooled in an ice bath and acidified with con. HCl. The precipitated solid was filtered, washed with ethanol and dried under reduced pressure to get 9.0 g (84.4% yield) of Compound 2 as an off white solid. Used in the next step without any further purificatio... Reactants: CCCCCC, CN(C)CC1CCN(C(=O)Nc2cc(Oc3ccc(N)cc3F)ccn2)CC1, C1CCOC1, O=C=NC(=O)Cc1ccccc1. Product: CN(C)CC1CCN(C(=O)Nc2cc(Oc3ccc(NC(=O)NC(=O)Cc4ccccc4)cc3F)ccn2)CC1. RXN SMILES: [CH3:46][CH2:47][CH2:48][CH2:49][CH2:50][CH3:51].[NH2:1][c:2]1[cH:3][c:4]([F:28])[c:5]([O:6][c:7]2[cH:8][c:9]([NH:13][C:14](=[O:15])[N:16]3[CH2:17][CH2:18][CH:19]([CH2:22][N:23]([CH3:24])[CH3:25])[CH2:20][CH2:21]3)[n:10][cH:11][cH:12]2)[cH:26][cH:27]1.[O:41]1[CH2:42][CH2:43][CH2:44][CH2:45]1.[c:29]1([CH2:35][C:36](=[O:37])[N:38]=[C:39]=[O:40])[cH:30][cH:31][cH:32][cH:33][cH:34]1>>[NH:1]([c:2]1[cH:3][c:4]([F:28])[c:5]([O:6][c:7]2[cH:8][c:9]([NH:13][C:14](=[O:15])[N:16]3[CH2:17][CH2:18][CH:19]([CH2:22][N:23]([CH3:24])[CH3:25])[CH2:20][CH2:21]3)[n:10][cH:11][cH:12]2)[cH:26][cH:27]1)[C:39]([NH:38][C:36]([CH2:35][c:29]1[cH:30][cH:31][cH:32][cH:33][cH:34]1)=[O:37])=[O:40]. Reaction SMILES: [Br:23][N:24]1[C:25](=[O:26])[CH2:27][CH2:28][C:29]1=[O:30].[C:31]([O:32][O:33][C:34](=[O:35])[c:36]1[cH:37][cH:38][cH:39][cH:40][cH:41]1)(=[O:42])[c:43]1[cH:44][cH:45][cH:46][cH:47][cH:48]1.[CH3:1][O:2][C:3]([C:4](=[N:5][O:6][CH3:7])[c:8]1[c:9]([O:14][c:15]2[cH:16][c:17]([CH3:21])[cH:18][cH:19][cH:20]2)[cH:10][cH:11][cH:12][cH:13]1)=[O:22].[cH:49]1[cH:50][cH:51][cH:52][cH:53][cH:54]1>>[CH3:1][O:2][C:3]([C:4](=[N:5][O:6][CH3:7])[c:8]1[c:9]([O:14][c:15]2[cH:16][c:17]([CH2:21][Br:23])[cH:18][cH:19][cH:20]2)[cH:10][cH:11][cH:12][cH:13]1)=[O:22]. Product: CON=C(C(=O)OC)c1ccccc1Oc1cccc(CBr)c1. Starting materials: O=C1CCC(=O)N1Br, O=C(OOC(=O)c1ccccc1)c1ccccc1, CON=C(C(=O)OC)c1ccccc1Oc1cccc(C)c1, c1ccccc1.